This data is from the Open Reaction Database (ORD), a public repository of structured organic reaction records. The task is: describe an organic reaction: reactants, conditions, products, and yield Starting materials: ClC=1C=C(OC2=C(C=C(C=O)C=C2)C(F)(F)F)C=CC1C(C(C(F)(F)F)(O)C1=CN(C(C(=C1)C)=O)C)C (4-{3-chloro-4-[2-(1,5-dimethyl-6-oxo-1,6-dihydro-pyridin-3-yl)-3,3,3-trifluoro-2-hydroxy-1-methyl-propyl]-phenoxy}-3-trifluoromethyl-benzaldehyde), Cl(=O)[O-].[Na+] (sodium chlorite). Yields the product ClC=1C=C(OC2=C(C=C(C(=O)O)C=C2)C(F)(F)F)C=CC1C(C(C(F)(F)F)(O)C1=CN(C(C(=C1)C)=O)C)C (4-{3-Chloro-4-[2-(1,5-dimethyl-6-oxo-1,6-dihydro-pyridin-3-yl)-3,3,3-trifluoro-2-hydroxy-1-methyl-propyl]-phenoxy}-3-trifluoromethyl-benzoic acid). As a reaction SMILES: [Cl:1][C:2]1[CH:3]=[C:4]([CH:18]=[CH:19][C:20]=1[CH:21]([CH3:37])[C:22]([C:28]1[CH:33]=[C:32]([CH3:34])[C:31](=[O:35])[N:30]([CH3:36])[CH:29]=1)([OH:27])[C:23]([F:26])([F:25])[F:24])[O:5][C:6]1[CH:13]=[CH:12][C:9]([CH:10]=[O:11])=[CH:8][C:7]=1[C:14]([F:17])([F:16])[F:15].Cl([O-])=[O:39].[Na+]>>[Cl:1][C:2]1[CH:3]=[C:4]([CH:18]=[CH:19][C:20]=1[CH:21]([CH3:37])[C:22]([C:28]1[CH:33]=[C:32]([CH3:34])[C:31](=[O:35])[N:30]([CH3:36])[CH:29]=1)([OH:27])[C:23]([F:26])([F:24])[F:25])[O:5][C:6]1[CH:13]=[CH:12][C:9]([C:10]([OH:39])=[O:11])=[CH:8][C:7]=1[C:14]([F:17])([F:15])[F:16] |f:1.2|. Reported procedure: In analogy to Example 214, step 2, 4-{3-chloro-4-[2-(1,5-dimethyl-6-oxo-1,6-dihydro-pyridin-3-yl)-3,3,3-trifluoro-2-hydroxy-1-methyl-propyl]-phenoxy}-3-trifluoromethyl-benzaldehyde was oxidized with sodium chlorite to give the title compound as a colorless solid. MS (m/e, ISP neg. ion)=562.0 [M−H+]. Starting materials: O=C[C@H](O)[C@@H](O)[C@H](O)[C@H](O)CO (D-glucose), C(C)(=O)N(NC(C)=O)C (N,N'-diacetyl-N-methylhydrazine), O=C[C@H](O)[C@@H](O)[C@H](O)[C@H](O)CO (D-glucose), C(C)(=O)OC(C)=O (acetic anhydride), teflon-silicone, methylhydrazone, C(C)(=O)N(N(C)C(C)=O)C[C@H](O)[C@@H](O)[C@H](O)[C@H](O)CO (1-deoxy-1-(N,N'-diacetyl-N'-methylhydrazino)-D-glucitol). Solvent: CNN (methylhydrazine), N1=CC=CC=C1 (pyridine). Run at time 16 hour. Product: C(C)(=O)O.C(C)(=O)O.C(C)(=O)O.C(C)(=O)O.C(C)(=O)O.C(C)(=O)O.C(C)(=O)O.CNNC[C@H](O)[C@@H](O)[C@H](O)[C@H](O)CO (1-deoxy-1-(N'-methylhydrazino)-D-glucitol heptaacetate). RXN SMILES: O=C[C@@H]([C@H]([C@@H]([C@@H](CO)O)O)O)O.C(N(C)NC(=O)C)(=O)C.C([N:25]([CH2:31][C@@H:32]([C@H:34]([C@@H:36]([C@@H:38]([CH2:40][OH:41])[OH:39])[OH:37])[OH:35])[OH:33])[N:26](C(=O)C)[CH3:27])(=O)C.[C:42]([O:45]C(=O)C)(=[O:44])[CH3:43]>CNN.N1C=CC=CC=1>[C:42]([OH:45])(=[O:44])[CH3:43].[C:42]([OH:45])(=[O:44])[CH3:43].[C:42]([OH:45])(=[O:44])[CH3:43].[C:42]([OH:45])(=[O:44])[CH3:43].[C:42]([OH:45])(=[O:44])[CH3:43].[C:42]([OH:45])(=[O:44])[CH3:43].[C:42]([OH:45])(=[O:44])[CH3:43].[CH3:27][NH:26][NH:25][CH2:31][C@@H:32]([C@H:34]([C@@H:36]([C@@H:38]([CH2:40][OH:41])[OH:39])[OH:37])[OH:35])[OH:33] |f:6.7.8.9.10.11.12.13|. Reported procedure: D-glucose (0.100 mmol) was dissolved in 1.0 mL methylhydrazine (Aldrich Chemical company) in a Pierce reacti-vial, and capped under nitrogen with a cap having a Pierce Tuf-bond teflon-silicone seal. The sample, after sitting at room temperature for 16 hours, was converted to the methylhydrazone derivative of D-glucose which was evaporated to a resin-like material in a Speed-Vac concentrator. The sample was quantitatively transferred in a 1.0 mL volume of water into a 20 mL test tube, and 100 mg ... Starting materials: O=C(O)Cc1ccc2c(c1)OCO2, Nc1ccc2scnc2c1. The reagents and catalysts are CCN=C=NCCCN(C)C.Cl (EDC-HCl), CN1CCOCC1 (NMM). The solvent is CN(C)C=O (DMF), CN(C)C=O (DMF), CN(C)C=O (DMF), CN(C)C=O (DMF), CN(C)C=O (DMF), CN(C)C=O (DMF). Conditions: temperature 25 celsius, time 2 hour. Yields the product O=C(Cc1ccc2c(c1)OCO2)Nc1ccc2scnc2c1. Yield: 6.9%. RXN SMILES: Nc1ccc2scnc2c1.O=C(O)Cc1ccc2c(c1)OCO2.CCN=C=NCCCN(C)C.Cl.CN1CCOCC1.CN(C)C=O>>O=C(Cc1ccc2c(c1)OCO2)Nc1ccc2scnc2c1. Reaction SMILES: C(=O)([O-])[O-].[Cs+].[Cs+].Br[CH2:8][C:9]([O:11][CH2:12][CH3:13])=[O:10].[Si:14]([O:31][C@H:32]([CH3:44])[C@H:33]([NH2:43])[C:34]1[CH:39]=[C:38]([F:40])[C:37]([F:41])=[C:36]([F:42])[CH:35]=1)([C:27]([CH3:30])([CH3:29])[CH3:28])([C:21]1[CH:26]=[CH:25][CH:24]=[CH:23][CH:22]=1)[C:15]1[CH:20]=[CH:19][CH:18]=[CH:17][CH:16]=1.C(OCC)(=O)C>CN(C=O)C>[Si:14]([O:31][C@H:32]([CH3:44])[C@H:33]([NH:43][CH2:8][C:9]([O:11][CH2:12][CH3:13])=[O:10])[C:34]1[CH:39]=[C:38]([F:40])[C:37]([F:41])=[C:36]([F:42])[CH:35]=1)([C:27]([CH3:28])([CH3:29])[CH3:30])([C:21]1[CH:26]=[CH:25][CH:24]=[CH:23][CH:22]=1)[C:15]1[CH:16]=[CH:17][CH:18]=[CH:19][CH:20]=1 |f:0.1.2|. Product: [Si](C1=CC=CC=C1)(C1=CC=CC=C1)(C(C)(C)C)O[C@@H]([C@@H](C1=CC(=C(C(=C1)F)F)F)NCC(=O)OCC)C (ethyl [(1R,2R)-2-tert-butyldiphenylsilanyloxy-1-(3,4,5-trifluorophenyl)propylamino]acetate). Procedure: Cesium carbonate (242 mg) and ethyl bromoacetate (103 μl) are added to a solution of (1R,2R)-2-tert-butyldiphenylsilanyloxy-1-(3,4,5-trifluorophenyl)propylamine obtained in Example 26 (274 mg) in DMF (5 ml), and the reaction solution was stirred at room temperature for 11 hours. Ice water and ethyl acetate were added to the reaction solution, and the organic layer was separated. The organic layer was sequentially washed with half-saturated brine and brine and dried over anhydrous magnesium sulfa... Run in CN(C)C=O (DMF). Starting materials: C([O-])([O-])=O.[Cs+].[Cs+] (Cesium carbonate), BrCC(=O)OCC (ethyl bromoacetate), [Si](C1=CC=CC=C1)(C1=CC=CC=C1)(C(C)(C)C)O[C@@H]([C@@H](C1=CC(=C(C(=C1)F)F)F)N)C ((1R,2R)-2-tert-butyldiphenylsilanyloxy-1-(3,4,5-trifluorophenyl)propylamine), Ice water, C(C)(=O)OCC (ethyl acetate). Conditions: time 11 hour. Starting materials: C(C)(C)(C)OC(=O)N[C@H](C(=O)O)CCC[C@@H]([C@@H](CCC(C)C)[C@H](C)O)OCCC ((2S,6S,7S)-2-((tert-butoxycarbonyl)amino)-7-((S)-1-hydroxyethyl)-10-methyl-6-propoxyundecanoic acid), CC1=C(C(=CC=C1)[N+](=O)[O-])C(=O)OC(=O)C2=C(C=CC=C2[N+](=O)[O-])C (MNBA). The reagents and catalysts are CN(C)C=1C=CN=CC1 (DMAP). Run in C(Cl)Cl (DCM), C(Cl)Cl (DCM). Conditions: time 7 hour. Product: C(CC(C)C)[C@@H]1[C@H](CCC[C@@H](C(O[C@H]1C)=O)NC(OC(C)(C)C)=O)OCCC (tert-butyl ((3S,7S,8S,9S)-8-isopentyl-9-methyl-2-oxo-7-propoxyoxonan-3-yl)carbamate). The yield is 59.2%. As a reaction SMILES: [C:1]([O:5][C:6]([NH:8][C@@H:9]([CH2:13][CH2:14][CH2:15][C@H:16]([O:26][CH2:27][CH2:28][CH3:29])[C@H:17]([C@@H:23]([OH:25])[CH3:24])[CH2:18][CH2:19][CH:20]([CH3:22])[CH3:21])[C:10](O)=[O:11])=[O:7])([CH3:4])([CH3:3])[CH3:2].CC1C=CC=C([N+]([O-])=O)C=1C(OC(C1C([N+]([O-])=O)=CC=CC=1C)=O)=O>C(Cl)Cl.CN(C1C=CN=CC=1)C>[CH2:18]([C@H:17]1[C@H:23]([CH3:24])[O:25][C:10](=[O:11])[C@@H:9]([NH:8][C:6](=[O:7])[O:5][C:1]([CH3:4])([CH3:3])[CH3:2])[CH2:13][CH2:14][CH2:15][C@@H:16]1[O:26][CH2:27][CH2:28][CH3:29])[CH2:19][CH:20]([CH3:22])[CH3:21]. Procedure details: A solution of (2S,6S,7S)-2-((tert-butoxycarbonyl)amino)-7-((S)-1-hydroxyethyl)-10-methyl-6-propoxyundecanoic acid (627 mg, 1.50 mmol) in anhydrous DCM (80 mL) was added over 12 h using a syringe pump to a stirred solution of MNBA (1.03 g, 3.00 mmol) and DMAP (1.10 g, 9.01 mmol) in DCM (150 mL) at room temperature. Stirring was continued for an additional 7 h then the reaction mixture was treated with Celite® (5 scoopula tip-fulls). The solvent was removed under reduced pressure and the resulting... Reactants: CC(C)(C)OC(=O)C1CCNCCN1, O=C([O-])[O-], COc1ccc2nccc(C3CO3)c2c1, CCOC(C)=O, [O-][Cl+3]([O-])([O-])[O-], [K+], [K+], [Li+], CN(C)C=O, O. Yields the product COc1ccc2nccc(C(O)CN3CCNC(C(=O)OC(C)(C)C)CC3)c2c1. RXN SMILES: [C:16]([CH3:17])([CH3:18])([CH3:19])[O:20][C:21](=[O:22])[CH:23]1[NH:24][CH2:25][CH2:26][NH:27][CH2:28][CH2:29]1.[C:36](=[O:37])([O-:38])[O-:39].[CH3:1][O:2][c:3]1[cH:4][c:5]2[c:6]([CH:13]3[O:14][CH2:15]3)[cH:7][cH:8][n:9][c:10]2[cH:11][cH:12]1.[CH3:48][CH2:49][O:50][C:51](=[O:52])[CH3:53].[Cl+3:30]([O-:31])([O-:32])([O-:33])[O-:34].[K+:40].[K+:41].[Li+:35].[O:42]=[CH:43][N:44]([CH3:45])[CH3:46].[OH2:47]>>[CH3:1][O:2][c:3]1[cH:4][c:5]2[c:6]([CH:13]([OH:14])[CH2:15][N:27]3[CH2:26][CH2:25][NH:24][CH:23]([C:21]([O:20][C:16]([CH3:17])([CH3:18])[CH3:19])=[O:22])[CH2:29][CH2:28]3)[cH:7][cH:8][n:9][c:10]2[cH:11][cH:12]1. Product: ClC=1C=C(C=CC1Cl)C=1N=C(SC1)NC(CC1=CSC=2N(C(N(C(C21)=O)C)=O)C)=O (N-[4-(3,4-Dichlorophenyl)-1,3-thiazol-2-yl]-2-(1,3-dimethyl-2,4-dioxo-1,2,3,4-tetrahydrothieno[2,3-d]pyrimidin-5-yl)acetamide), product. Reaction SMILES: [CH3:1][N:2]1[C:7]2=[CH:8][S:9][C:10](C)=[C:6]2[C:5](=[O:12])[N:4]([CH3:13])[C:3]1=[O:14].[Cl:15][C:16]1[CH:17]=[C:18]([C:23]2[N:24]=[C:25]([NH2:28])[S:26][CH:27]=2)[CH:19]=[CH:20][C:21]=1[Cl:22].CCN=C=NC[CH2:35][CH2:36]N(C)C.Cl.C1C=CC2N([OH:50])N=NC=2C=1>CN(C1C=CN=CC=1)C.ClCCCl>[Cl:15][C:16]1[CH:17]=[C:18]([C:23]2[N:24]=[C:25]([NH:28][C:35](=[O:50])[CH2:36][C:7]3[C:6]4[C:5](=[O:12])[N:4]([CH3:13])[C:3](=[O:14])[N:2]([CH3:1])[C:10]=4[S:9][CH:8]=3)[S:26][CH:27]=2)[CH:19]=[CH:20][C:21]=1[Cl:22] |f:2.3|. Reported procedure: The title compound was prepared according to the general procedure (Method A) by coupling Intermediate 1 (100 mg, 0.393 mmol) with 4-(3,4-dichlorophenyl)-1,3-thiazol-2-amine (96.5 mg, 0.393 mmol) in the presence of EDCI hydrochloride (90 mg, 0.471 mmol), HOBt (16 mg, 0.118 mmol) and DMAP (5 mg, 0.039 mmol) in 1,2 dichloroethane (4 ml) to give 40 mg of the product as a white solid; 1H NMR (300 MHz, DMSO-d6) δ 3.19 (s, 3H), 3.47 (s, 3H), 4.06 (s, 2H), 7.07 (s, 1H), 7.70 (d, J=8.4 Hz, 1H), 7.80 (s,... Solvent: ClCCCl (1,2 dichloroethane). The reactants are C=1C=CC2=C(C1)N=NN2O (HOBt), CCN=C=NCCCN(C)C.Cl (EDCI hydrochloride), CN1C(N(C(C=2C1=CSC2C)=O)C)=O (1,3,5-trimethylthieno[3,4-d]pyrimidine-2,4(1H,3H)-dione), ClC=1C=C(C=CC1Cl)C=1N=C(SC1)N (4-(3,4-dichlorophenyl)-1,3-thiazol-2-amine). Reagents/catalysts: CN(C)C=1C=CN=CC1 (DMAP).